Dataset: the Open Reaction Database (ORD), a public repository of structured organic reaction records. Task: describe an organic reaction: reactants, conditions, products, and yield Starting materials: CCOC(C)=O, ClCCBr, Sc1ccc(Cl)s1, [Na+], [OH-]. Product: ClCCSc1ccc(Cl)s1. RXN SMILES: [CH3:14][CH2:15][O:16][C:17](=[O:18])[CH3:19].[Cl:10][CH2:11][CH2:12][Br:13].[Cl:3][c:4]1[s:5][c:6]([SH:9])[cH:7][cH:8]1.[Na+:2].[OH-:1]>>[Cl:3][c:4]1[s:5][c:6]([S:9][CH2:12][CH2:11][Cl:10])[cH:7][cH:8]1. Reactants: COC=1C=C(C=CC1OC)C1=CC2=C(N(C=N2)C)C(=C1)O (5-(3,4-dimethoxyphenyl)-1-methyl-1H-benzo[d]imidazol-7-ol), CS(=O)(=O)O[C@@H](C)[C@H]1CN(C(C1)=O)[C@H](C)C1=CC=CC=C1 ((S)-1-((R)-5-oxo-1-((R)-1-phenylethyl)pyrrolidin-3-yl)ethyl methanesulfonate), C(=O)([O-])[O-].[Cs+].[Cs+] (Cs2CO3). The solvent is CN(C)C=O (DMF). Reaction conditions: temperature 90 celsius. Product: COC=1C=C(C=CC1OC)C1=CC2=C(N(C=N2)C)C(=C1)O[C@H](C)[C@@H]1CC(N(C1)[C@H](C)C1=CC=CC=C1)=O ((R)-4-((R)-1-(5-(3,4-dimethoxyphenyl)-1-methyl-1H-benzo[d]imidazol-7-yloxy)ethyl)-1-((R)-1-phenylethyl)pyrrolidin-2-one). RXN SMILES: [CH3:1][O:2][C:3]1[CH:4]=[C:5]([C:11]2[CH:20]=[C:19]([OH:21])[C:14]3[N:15]([CH3:18])[CH:16]=[N:17][C:13]=3[CH:12]=2)[CH:6]=[CH:7][C:8]=1[O:9][CH3:10].CS(O[C@H:27]([C@@H:29]1[CH2:33][C:32](=[O:34])[N:31]([C@@H:35]([C:37]2[CH:42]=[CH:41][CH:40]=[CH:39][CH:38]=2)[CH3:36])[CH2:30]1)[CH3:28])(=O)=O.C([O-])([O-])=O.[Cs+].[Cs+]>CN(C=O)C>[CH3:1][O:2][C:3]1[CH:4]=[C:5]([C:11]2[CH:20]=[C:19]([O:21][C@@H:27]([C@H:29]3[CH2:30][N:31]([C@@H:35]([C:37]4[CH:38]=[CH:39][CH:40]=[CH:41][CH:42]=4)[CH3:36])[C:32](=[O:34])[CH2:33]3)[CH3:28])[C:14]3[N:15]([CH3:18])[CH:16]=[N:17][C:13]=3[CH:12]=2)[CH:6]=[CH:7][C:8]=1[O:9][CH3:10] |f:2.3.4|. Reported procedure: To a solution of 5-(3,4-dimethoxyphenyl)-1-methyl-1H-benzo[d]imidazol-7-ol 2.53 (42 mg, 0.148 mmol) in DMF (3 mL) was added (S)-1-((R)-5-oxo-1-((R)-1-phenylethyl)pyrrolidin-3-yl)ethyl methanesulfonate 1.17 (55 mg, 0.177 mmol) and Cs2CO3 (72 mg, 0.22 mmol) and the reaction mixture was heated at 90° C. for 2 h. The reaction mixture was concentrated and purified by flash chromatography (SiO2, 2% MeOH/EtOAc 25% MeOH/EtOAc) to give (R)-4-((R)-1-(5-(3,4-dimethoxyphenyl)-1-methyl-1H-benzo[d]imidazol-7-... Starting materials: B(Br)(Br)Br (boron tribromide), CS(=O)(=O)NC1=C(C=C(C(=O)NC2=CC(=C(C=C2)OC)NS(=O)(=O)C)C=C1)OC (4-methanesulfonylamino-3-methoxy-N-(3-methanesulfonylamino-4-methoxyphenyl)benzamide), CO (Methanol). Run in C(Cl)Cl (CH2Cl2). Run at time 20 hour. Product: OC=1C=C(C(=O)NC2=CC(=C(C=C2)O)NS(=O)(=O)C)C=CC1NS(=O)(=O)C (3-hydroxy-4-methanesulfonylamino-N-(3-methanesulfonylamino-4-hydroxyphenyl)benzamide). Isolated yield 12.2%. Reaction SMILES: [CH3:1][S:2]([NH:5][C:6]1[CH:27]=[CH:26][C:9]([C:10]([NH:12][C:13]2[CH:18]=[CH:17][C:16]([O:19]C)=[C:15]([NH:21][S:22]([CH3:25])(=[O:24])=[O:23])[CH:14]=2)=[O:11])=[CH:8][C:7]=1[O:28]C)(=[O:4])=[O:3].B(Br)(Br)Br.CO>C(Cl)Cl>[OH:28][C:7]1[CH:8]=[C:9]([CH:26]=[CH:27][C:6]=1[NH:5][S:2]([CH3:1])(=[O:3])=[O:4])[C:10]([NH:12][C:13]1[CH:18]=[CH:17][C:16]([OH:19])=[C:15]([NH:21][S:22]([CH3:25])(=[O:23])=[O:24])[CH:14]=1)=[O:11]. Procedure details: To a stirred suspension of 4-methanesulfonylamino-3-methoxy-N-(3-methanesulfonylamino-4-methoxyphenyl)benzamide (1.25 g) in dry CH2Cl2 (50 ml) under nitrogen, was added boron tribromide (1.5 ml) then stirring continued for a further 20 hours. Methanol (50 ml) was added carefully, then the solvent evaporated in vacuo to a volume of 1 ml, this was repeated 2 more times. Purification by column chromatography over silica gel eluting with chloroform containing methanol (10-20%) gave 3-hydroxy-4-metha... Starting materials: O=C([O-])[O-], CCc1cccc(CC)c1N, CC[N+](CC)(CC)CC, [Cl-], ClCCC1COCO1, [K+], [K+]. Yields the product CCc1cccc(CC)c1NCCC1COCO1. RXN SMILES: [C:20](=[O:21])([O-:22])[O-:23].[CH2:1]([CH3:2])[c:3]1[c:4]([NH2:5])[c:6]([CH2:10][CH3:11])[cH:7][cH:8][cH:9]1.[CH2:27]([N+:28]([CH2:29][CH3:30])([CH2:31][CH3:32])[CH2:33][CH3:34])[CH3:35].[Cl-:26].[Cl:12][CH2:13][CH2:14][CH:15]1[CH2:16][O:17][CH2:18][O:19]1.[K+:24].[K+:25]>>[CH2:1]([CH3:2])[c:3]1[c:4]([NH:5][CH2:13][CH2:14][CH:15]2[CH2:16][O:17][CH2:18][O:19]2)[c:6]([CH2:10][CH3:11])[cH:7][cH:8][cH:9]1. Reactants: [F-].[NH4+] (ammonium fluoride), ClC1=CC=C(C=C1)C1(CCN(CC1)CCC=C1CC2=C(OC3=NC=CC=C31)C=CC=C2OS(=O)(=O)C(F)(F)F)O (4-(4-Chlorophenyl)-1-[3-(5,11-dihydro-7-trifluoromethanesulfonyloxy[1]benzoxepino[2,3-b]pyridin-5-ylidene)propyl]piperidin-4-ol), C(C=C)[Sn](CCCC)(CCCC)CCCC (allyltributyltin), [Cl-].[Li+] (lithium chloride). Reagents/catalysts: Cl[Pd]([P](C1=CC=CC=C1)(C2=CC=CC=C2)C3=CC=CC=C3)([P](C4=CC=CC=C4)(C5=CC=CC=C5)C6=CC=CC=C6)Cl (dichlorobis(triphenylphosphine)palladium(II)). Solvent: C(C)(=O)OCC (ethyl acetate), CN(C=O)C (dimethylformamide). The product is C(C=C)C1=CC=CC2=C1CC(C=1C(=NC=CC1)O2)=CCCN2CCC(CC2)(O)C2=CC=C(C=C2)Cl (1-[3-(7-Allyl-5,11-dihydro[1]benzoxepino[2,3-b]pyridin-5-ylidene)propyl]-4-(4-chlorophenyl)piperidin-4-ol). RXN SMILES: [Cl:1][C:2]1[CH:7]=[CH:6][C:5]([C:8]2([OH:40])[CH2:13][CH2:12][N:11]([CH2:14][CH2:15][CH:16]=[C:17]3[C:27]4[C:22](=[N:23][CH:24]=[CH:25][CH:26]=4)[O:21][C:20]4[CH:28]=[CH:29][CH:30]=[C:31](OS(C(F)(F)F)(=O)=O)[C:19]=4[CH2:18]3)[CH2:10][CH2:9]2)=[CH:4][CH:3]=1.[CH2:41]([Sn](CCCC)(CCCC)CCCC)[CH:42]=[CH2:43].[Cl-].[Li+].[F-].[NH4+]>CN(C)C=O.Cl[Pd](Cl)([P](C1C=CC=CC=1)(C1C=CC=CC=1)C1C=CC=CC=1)[P](C1C=CC=CC=1)(C1C=CC=CC=1)C1C=CC=CC=1.C(OCC)(=O)C>[CH2:43]([C:31]1[C:19]2[CH2:18][C:17](=[CH:16][CH2:15][CH2:14][N:11]3[CH2:10][CH2:9][C:8]([C:5]4[CH:4]=[CH:3][C:2]([Cl:1])=[CH:7][CH:6]=4)([OH:40])[CH2:13][CH2:12]3)[C:27]3[C:22]([O:21][C:20]=2[CH:28]=[CH:29][CH:30]=1)=[N:23][CH:24]=[CH:25][CH:26]=3)[CH:42]=[CH2:41] |f:2.3,4.5,^1:68,87|. Procedure: A mixture of the product of example 169 (240 mg), allyltributyltin (0.19 ml), dichlorobis(triphenylphosphine)palladium(II) (30 mg) and lithium chloride (76 mg), in dimethylformamide (3 ml) was heated under argon at 120° C. for 2 hours. Aqueous ammonium fluoride solution and ethyl acetate were added to the reaction mixture, the organic layer was separated and washed with saturated aqueous sodium chloride, and dried with magnesium sulfate. The solvent was distilled off under reduced pressure, and ...